Dataset: the Open Reaction Database (ORD), a public repository of structured organic reaction records. Task: describe an organic reaction: reactants, conditions, products, and yield The yield is 47.8%. Solvent: C1CCOC1 (THF), C1CCOC1 (THF). Procedure: A mixture of 675 mg (4.28 mmol) of 2-chlorobenzoic acid, 695 mg (4.28 mmol) of 1,1'-carbonyldiimidazole (CDI), and 2 mL of dry THF was stirred at 50° C. under N2 for 3 hours. Then a solution of 851 mg (1.43 mmol) of ethyl 3-n-butyl-1-(2-chloro-5-nitrophenyl)-4-[(2'-sulfamoylbiphenyl-4-yl)methyl]-1H-pyrazole-5-carboxylate (from Step G) and 640 μL (651 mg, 4.28 mmol) of 1,8-diazabicyclo[5.4.0]-undec-7-ene (DBU) in 5 mL of dry THF was added, and stirring under N2 at 50° C. was continued overnight. ... Reaction SMILES: [Cl:1][C:2]1[CH:10]=[CH:9][CH:8]=[CH:7][C:3]=1[C:4]([OH:6])=O.C(N1C=CN=C1)(N1C=CN=C1)=O.[CH2:23]([C:27]1[C:31]([CH2:32][C:33]2[CH:38]=[CH:37][C:36]([C:39]3[CH:44]=[CH:43][CH:42]=[CH:41][C:40]=3[S:45](=[O:48])(=[O:47])[NH2:46])=[CH:35][CH:34]=2)=[C:30]([C:49]([O:51][CH2:52][CH3:53])=[O:50])[N:29]([C:54]2[CH:59]=[C:58]([N+:60]([O-:62])=[O:61])[CH:57]=[CH:56][C:55]=2[Cl:63])[N:28]=1)[CH2:24][CH2:25][CH3:26].N12CCCN=C1CCCCC2>C1COCC1>[CH2:23]([C:27]1[C:31]([CH2:32][C:33]2[CH:38]=[CH:37][C:36]([C:39]3[CH:44]=[CH:43][CH:42]=[CH:41][C:40]=3[S:45](=[O:48])(=[O:47])[NH:46][C:4](=[O:6])[C:3]3[CH:7]=[CH:8][CH:9]=[CH:10][C:2]=3[Cl:1])=[CH:35][CH:34]=2)=[C:30]([C:49]([O:51][CH2:52][CH3:53])=[O:50])[N:29]([C:54]2[CH:59]=[C:58]([N+:60]([O-:62])=[O:61])[CH:57]=[CH:56][C:55]=2[Cl:63])[N:28]=1)[CH2:24][CH2:25][CH3:26]. Product: C(CCC)C1=NN(C(=C1CC1=CC=C(C=C1)C1=C(C=CC=C1)S(NC(C1=C(C=CC=C1)Cl)=O)(=O)=O)C(=O)OCC)C1=C(C=CC(=C1)[N+](=O)[O-])Cl (Ethyl 3-n-Butyl-4-[[2'-[N-(2-chlorobenzoyl)sulfamoyl]-biphenyl-4-yl)methyl]-1-(2-chloro-5-nitrophenyl)-1H-pyrazole-5-carboxylate). Conditions: temperature 50 celsius, time 3 hour. Reactants: ClC1=C(C(=O)O)C=CC=C1 (2-chlorobenzoic acid), C(=O)(N1C=NC=C1)N1C=NC=C1 (1,1'-carbonyldiimidazole), C(CCC)C1=NN(C(=C1CC1=CC=C(C=C1)C1=C(C=CC=C1)S(N)(=O)=O)C(=O)OCC)C1=C(C=CC(=C1)[N+](=O)[O-])Cl (ethyl 3-n-butyl-1-(2-chloro-5-nitrophenyl)-4-[(2'-sulfamoylbiphenyl-4-yl)methyl]-1H-pyrazole-5-carboxylate), N12CCCCCC2=NCCC1 (1,8-diazabicyclo[5.4.0]-undec-7-ene). Starting materials: CCOC(=O)C1CC(OS(=O)(=O)c2ccc(C)cc2)CN1C(=O)OC(C)(C)C, OC(=S)c1ccccc1, CN(C)C=O, [H-], [I-], [Na+], [Na+], c1ccccc1. Product: CCOC(=O)C1CC(SC(=O)c2ccccc2)CN1C(=O)OC(C)(C)C. RXN SMILES: [C:12]([CH3:13])([CH3:14])([CH3:15])[O:16][C:17](=[O:18])[N:19]1[CH:20]([C:35](=[O:36])[O:37][CH2:38][CH3:39])[CH2:21][CH:22]([O:24][S:25]([c:26]2[cH:27][cH:28][c:29]([CH3:30])[cH:31][cH:32]2)(=[O:33])=[O:34])[CH2:23]1.[C:1]([c:2]1[cH:3][cH:4][cH:5][cH:6][cH:7]1)(=[S:8])[OH:9].[CH3:40][N:41]([CH3:42])[CH:43]=[O:44].[H-:10].[I-:46].[Na+:11].[Na+:45].[cH:47]1[cH:48][cH:49][cH:50][cH:51][cH:52]1>>[C:1]([c:2]1[cH:3][cH:4][cH:5][cH:6][cH:7]1)([S:8][CH:22]1[CH2:21][CH:20]([C:35](=[O:36])[O:37][CH2:38][CH3:39])[N:19]([C:17]([O:16][C:12]([CH3:13])([CH3:14])[CH3:15])=[O:18])[CH2:23]1)=[O:9]. Reactants: C(C)OC(=O)C=1C(=NC2=CC=CC=C2C1O)C(F)(F)F (4-hydroxy-2-trifluoromethyl-quinoline-3-carboxylic acid ethyl ester), ClCCl (dichloromethane). Run in [OH-].[Na+] (NaOH). Product: OC1=C(C(=NC2=CC=CC=C12)C(F)(F)F)C(=O)O (4-hydroxy-2-trifluoromethyl-quinoline-3-carboxylic acid). Reaction SMILES: C([O:3][C:4]([C:6]1[C:7]([C:17]([F:20])([F:19])[F:18])=[N:8][C:9]2[C:14]([C:15]=1[OH:16])=[CH:13][CH:12]=[CH:11][CH:10]=2)=[O:5])C.ClCCl>[OH-].[Na+]>[OH:16][C:15]1[C:14]2[C:9](=[CH:10][CH:11]=[CH:12][CH:13]=2)[N:8]=[C:7]([C:17]([F:20])([F:18])[F:19])[C:6]=1[C:4]([OH:5])=[O:3] |f:2.3|. Procedure details: A suspension of 4-hydroxy-2-trifluoromethyl-quinoline-3-carboxylic acid ethyl ester (5 g, 17.5 mmol) in 10% aqueous NaOH solution was heated at reflux for 2 h. After cooling, dichloromethane was added and the aqueous phase was separated and acidified with concentrated HCl to pH 4. The resulting precipitate was collected via filtration, washed with water and Et2O to provide 4-hydroxy-2-trifluoromethyl-quinoline-3-carboxylic acid (A-15) (3.6 g, 80%). 1H NMR (DMSO-d6) δ 8.18-8.21 (d, J=7.8 Hz, 1H),... Reactants: Clc1ccc(Br)cc1, CC(C)(C)[Si](OCCCC=O)(c1ccccc1)c1ccccc1, C1CCOC1, I. As a reaction SMILES: [Br:2][c:3]1[cH:4][cH:5][c:6]([Cl:9])[cH:7][cH:8]1.[C:10]([CH3:11])([CH3:12])([CH3:13])[Si:14]([O:15][CH2:16][CH2:17][CH2:18][CH:19]=[O:20])([c:21]1[cH:22][cH:23][cH:24][cH:25][cH:26]1)[c:27]1[cH:28][cH:29][cH:30][cH:31][cH:32]1.[CH2:33]1[O:34][CH2:35][CH2:36][CH2:37]1.[I:1]>>[c:3]1([CH:19]([CH2:18][CH2:17][CH2:16][O:15][Si:14]([C:10]([CH3:11])([CH3:12])[CH3:13])([c:21]2[cH:22][cH:23][cH:24][cH:25][cH:26]2)[c:27]2[cH:28][cH:29][cH:30][cH:31][cH:32]2)[OH:20])[cH:4][cH:5][c:6]([Cl:9])[cH:7][cH:8]1. The product is CC(C)(C)[Si](OCCCC(O)c1ccc(Cl)cc1)(c1ccccc1)c1ccccc1. The reactants are O=C([O-])O, CO, [Cl-], [Cl-], [Cl-], CCOC(=O)N(Cc1ccccc1Cl)c1c([N+](=O)[O-])cc(C#N)cc1C(F)(F)F, [Na+], [Ti+3]. Yields the product CCOC(=O)N(Cc1ccccc1Cl)c1c(N)cc(C#N)cc1C(F)(F)F. Reaction SMILES: [C:30](=[O:31])([OH:32])[O-:33].[CH3:35][OH:36].[Cl-:37].[Cl-:39].[Cl-:40].[Cl:1][c:2]1[c:3]([CH2:4][N:5]([C:6]([O:7][CH2:8][CH3:9])=[O:10])[c:11]2[c:12]([N+:23]([O-:24])=[O:25])[cH:13][c:14]([C:21]#[N:22])[cH:15][c:16]2[C:17]([F:18])([F:19])[F:20])[cH:26][cH:27][cH:28][cH:29]1.[Na+:34].[Ti+3:38]>>[Cl:1][c:2]1[c:3]([CH2:4][N:5]([C:6]([O:7][CH2:8][CH3:9])=[O:10])[c:11]2[c:12]([NH2:23])[cH:13][c:14]([C:21]#[N:22])[cH:15][c:16]2[C:17]([F:18])([F:19])[F:20])[cH:26][cH:27][cH:28][cH:29]1.